Dataset: the Open Reaction Database (ORD), a public repository of structured organic reaction records. Task: describe an organic reaction: reactants, conditions, products, and yield Starting materials: [F-].[K+] (potassium fluoride), IC=1SC=CC1 (2-iodothiophene), tetrakistriphenylphosphine palladium, C(CCC)OP(=O)(OCCCC)C=1C=C(SC1[Sn](CCCC)(CCCC)CCCC)C=1SC(=C(C1)P(=O)(OCCCC)OCCCC)[Sn](CCCC)(CCCC)CCCC (4,4′-bis(dibutoxyphosphoryl)-5,5′-bis(tributylstannyl)-[2,2′]-bithiophene), C1(=CC=CC=C1)C (toluene). The product is C(CCC)OP(=O)(OCCCC)C1=C(SC(=C1)C=1SC(=C(C1)P(=O)(OCCCC)OCCCC)[Sn](CCCC)(CCCC)CCCC)C=1SC=CC1 (3′,4″-bis(dibutoxyphosphoryl)-5″-(tributylstannyl)-[2,2′;5′,2″]-terthiophene). Reaction SMILES: I[C:2]1[S:3][CH:4]=[CH:5][CH:6]=1.[CH2:7]([O:11][P:12]([C:19]1[CH:20]=[C:21]([C:37]2[S:38][C:39]([Sn](CCCC)(CCCC)CCCC)=[C:40]([P:42]([O:49][CH2:50][CH2:51][CH2:52][CH3:53])([O:44][CH2:45][CH2:46][CH2:47][CH3:48])=[O:43])[CH:41]=2)[S:22][C:23]=1[Sn:24]([CH2:33][CH2:34][CH2:35][CH3:36])([CH2:29]CCC)[CH2:25][CH2:26][CH2:27][CH3:28])([O:14][CH2:15][CH2:16][CH2:17][CH3:18])=[O:13])[CH2:8][CH2:9][CH3:10].[F-].[K+].[C:69]1(C)[CH:74]=CC=C[CH:70]=1>>[CH2:45]([O:44][P:42]([C:40]1[CH:41]=[C:37]([C:21]2[S:22][C:23]([Sn:24]([CH2:33][CH2:34][CH2:35][CH3:36])([CH2:25][CH2:26][CH2:27][CH3:28])[CH2:29][CH2:70][CH2:69][CH3:74])=[C:19]([P:12]([O:11][CH2:7][CH2:8][CH2:9][CH3:10])([O:14][CH2:15][CH2:16][CH2:17][CH3:18])=[O:13])[CH:20]=2)[S:38][C:39]=1[C:2]1[S:3][CH:4]=[CH:5][CH:6]=1)([O:49][CH2:50][CH2:51][CH2:52][CH3:53])=[O:43])[CH2:46][CH2:47][CH3:48] |f:2.3|. Isolated yield 53.0%. Procedure details: At room temperature, 0.1285 g (0.44 mmols) of 2-iodothiophene and 0.0092 g (0.008 mmols) of commercially available tetrakistriphenylphosphine palladium were dissolved in toluene, to which 0.1961 g (0.200 mmols) of 4,4′-bis(dibutoxyphosphoryl)-5,5′-bis(tributylstannyl)-[2,2′]-bithiophene was added at room temperature. Thereafter, the reaction mixture was heated and stirred under reflux for 2 hours. After the reaction, the reaction mixture was cooled down to room temperature, to which a potassium ...